Dataset: the Open Reaction Database (ORD), a public repository of structured organic reaction records. Task: describe an organic reaction: reactants, conditions, products, and yield Reactants: C(C)OC(CCCO[C@@H]1CC[C@H](CC1)N(S(=O)(=O)C1=CC=C(C=C1)C(F)(F)F)C)=N (trans-4-{4-[Methyl-(4-trifluoromethyl-benzenesulfonyl)-amino]-cyclohexyloxy}-butyrimidic acid ethyl ester), CCOC(=O)C (EtOAc). The solvent is O (water). Run at temperature 100 celsius. Product: C(C)OC(CCCO[C@@H]1CC[C@H](CC1)N(S(=O)(=O)C1=CC=C(C=C1)C(F)(F)F)C)=O (trans-4-{4-[Methyl-(4-trifluoromethyl-benzenesulfonyl)-amino]-cyclohexyloxy}-butyric acid ethyl ester). Yield: 89.0%. Reaction SMILES: [CH2:1]([O:3][C:4](=N)[CH2:5][CH2:6][CH2:7][O:8][C@H:9]1[CH2:14][CH2:13][C@H:12]([N:15]([CH3:29])[S:16]([C:19]2[CH:24]=[CH:23][C:22]([C:25]([F:28])([F:27])[F:26])=[CH:21][CH:20]=2)(=[O:18])=[O:17])[CH2:11][CH2:10]1)[CH3:2].CC[O:33]C(C)=O>O>[CH2:1]([O:3][C:4](=[O:33])[CH2:5][CH2:6][CH2:7][O:8][C@H:9]1[CH2:14][CH2:13][C@H:12]([N:15]([CH3:29])[S:16]([C:19]2[CH:24]=[CH:23][C:22]([C:25]([F:28])([F:27])[F:26])=[CH:21][CH:20]=2)(=[O:18])=[O:17])[CH2:11][CH2:10]1)[CH3:2]. Procedure details: 400 mg (0.89 mmol) trans-4-{4-[Methyl-(4-trifluoromethyl-benzenesulfonyl)-amino]-cyclohexyloxy}-butyrimidic acid ethyl ester were suspended in 10 ml water and heated to 100° C. for 2.5 h. EtOAc was added, and the inorganic phase was extracted with EtOAc. The combined organic phases were dried over Na2SO4 and evaporated to give 355 mg (89%) trans-4-{4-[Methyl-(4-trifluoromethyl-benzenesulfonyl)-amino]-cyclohexyloxy}-butyric acid ethyl ester as yellow oil, MS: 452 (MH+). Reactants: [Na] (sodium), C(CCC)O (n-butanol), ClC1=NC=C(C(N1)=O)F (2-chloro-5-fluoropyrimidin-4-one). Yields the product C(CCC)OC1=NC=C(C(N1)=O)F (2-n-butoxy-5-fluoropyrimidin-4-one). Yield: 91.9%. As a reaction SMILES: [Na].Cl[C:3]1[NH:8][C:7](=[O:9])[C:6]([F:10])=[CH:5][N:4]=1.[CH2:11]([OH:15])[CH2:12][CH2:13][CH3:14]>>[CH2:11]([O:15][C:3]1[NH:8][C:7](=[O:9])[C:6]([F:10])=[CH:5][N:4]=1)[CH2:12][CH2:13][CH3:14] |^1:0|. Reported procedure: A 5.8 g quantity of metal sodium is dissolved in 300 ml of absolute n-butanol, 14.9 g of 2-chloro-5-fluoropyrimidin-4-one is added to the solution and the mixture is heated in a sealed tube at 140° to 150° C for 5 hours for reaction. The solvent is distilled off from the reaction mixture, 50 ml of water is added to the residue and the pH of the mixture is adjusted to 4-5 to separate out crystals, which are recrystallized from ethanol to give 17.1 g of white crystalline 2-n-butoxy-5-fluoropyrimid... The reactants are Cl, CC(C)(C)OC(=O)N1CCC(NC(=O)c2nc3ccc(OC4CCN(c5ccc(C(F)(F)F)cc5)CC4)cc3s2)CC1, C1COCCO1. Yields the product O=C(NC1CCNCC1)c1nc2ccc(OC3CCN(c4ccc(C(F)(F)F)cc4)CC3)cc2s1. RXN SMILES: [ClH:43].[F:1][C:2]([c:3]1[cH:4][cH:5][c:6]([N:9]2[CH2:10][CH2:11][CH:12]([O:15][c:16]3[cH:17][c:18]4[c:19]([n:20][c:21]([C:23](=[O:24])[NH:25][CH:26]5[CH2:27][CH2:28][N:29]([C:32]([O:33][C:34]([CH3:35])([CH3:36])[CH3:37])=[O:38])[CH2:30][CH2:31]5)[s:22]4)[cH:39][cH:40]3)[CH2:13][CH2:14]2)[cH:7][cH:8]1)([F:41])[F:42].[O:44]1[CH2:45][CH2:46][O:47][CH2:48][CH2:49]1>>[F:1][C:2]([c:3]1[cH:4][cH:5][c:6]([N:9]2[CH2:10][CH2:11][CH:12]([O:15][c:16]3[cH:17][c:18]4[c:19]([n:20][c:21]([C:23](=[O:24])[NH:25][CH:26]5[CH2:27][CH2:28][NH:29][CH2:30][CH2:31]5)[s:22]4)[cH:39][cH:40]3)[CH2:13][CH2:14]2)[cH:7][cH:8]1)([F:41])[F:42].